This data is from the Open Reaction Database (ORD), a public repository of structured organic reaction records. The task is: describe an organic reaction: reactants, conditions, products, and yield The reactants are C(C1=CC=CC=C1)OC(=O)Cl (chloroformic acid benzyl ester), C(C)(C)OCCNC1=CC=C(C(=O)N2CCN(CC2)CCC2=CC=C(C=C2)Cl)C=C1 (1-{4-[N-(2-isopropyloxyethyl)amino]benzoyl}-4-[2-(4-chlorophenyl)ethyl]piperazine), C(=O)([O-])[O-].[K+].[K+] (potash). Run in C1(=CC=CC=C1)C (toluene), C1(=CC=CC=C1)C (toluene). Reaction conditions: time 10 minute. Yields the product Cl (hydrochloric acid), Cl.C(C)(C)OCCN(C1=CC=C(C(=O)N2CCN(CC2)CCC2=CC=C(C=C2)Cl)C=C1)C(=O)OCC1=CC=CC=C1 (1-{4-[N-(2-isopropyloxyethyl)benzyloxycarbonylamino]benzoyl}-4-[2-(4-chlorophenyl)ethyl]piperazine hydrochloride). Reaction SMILES: [CH:1]([O:4][CH2:5][CH2:6][NH:7][C:8]1[CH:30]=[CH:29][C:11]([C:12]([N:14]2[CH2:19][CH2:18][N:17]([CH2:20][CH2:21][C:22]3[CH:27]=[CH:26][C:25]([Cl:28])=[CH:24][CH:23]=3)[CH2:16][CH2:15]2)=[O:13])=[CH:10][CH:9]=1)([CH3:3])[CH3:2].C([O-])([O-])=O.[K+].[K+].[CH2:37]([O:44][C:45]([Cl:47])=[O:46])[C:38]1[CH:43]=[CH:42][CH:41]=[CH:40][CH:39]=1>C1(C)C=CC=CC=1>[ClH:28].[ClH:47].[CH:1]([O:4][CH2:5][CH2:6][N:7]([C:45]([O:44][CH2:37][C:38]1[CH:43]=[CH:42][CH:41]=[CH:40][CH:39]=1)=[O:46])[C:8]1[CH:30]=[CH:29][C:11]([C:12]([N:14]2[CH2:15][CH2:16][N:17]([CH2:20][CH2:21][C:22]3[CH:27]=[CH:26][C:25]([Cl:28])=[CH:24][CH:23]=3)[CH2:18][CH2:19]2)=[O:13])=[CH:10][CH:9]=1)([CH3:3])[CH3:2] |f:1.2.3,7.8|. Procedure: 1.2 g of 1-{4-[N-(2-isopropyloxyethyl)amino]benzoyl}-4-[2-(4-chlorophenyl)ethyl]piperazine are dissolved in 15 ml of toluene, and 1.1 g of potash are added. The mixture is stirred for 10 minutes at RT and then 1.9 g of chloroformic acid benzyl ester in 4 ml of toluene are added dropwise thereto. The mixture is stirred overnight at RT and concentrated by evaporation, the residue is partitioned between dichloromethane and water, and the mixture is concentrated by evaporation and chromatographed ov... Conditions: time 24 hour. The solvent is C(C)N(CC)CC (triethylamine), CN(C=O)C (dimethylformamide). Reactants: C(C1=CC=CC=C1)OC(=O)N[C@H](CC1=CC=CC=C1)C(=O)O (Nα -benzyloxycarbonyl-D-phenylalanine), C1(CCCCC1)N=C=NC1CCCCC1 (dicyclohexylcarbodiimide), Cl.COC([C@@H](N)CC(C)C)=O (L-leucine methyl ester hydrochloride), ON1N=NC2=C1C=CC=C2 (1-Hydroxybenztriazole). Reaction SMILES: [CH2:1]([O:8][C:9]([NH:11][C@@H:12]([C:20]([OH:22])=O)[CH2:13][C:14]1[CH:19]=[CH:18][CH:17]=[CH:16][CH:15]=1)=[O:10])[C:2]1[CH:7]=[CH:6][CH:5]=[CH:4][CH:3]=1.Cl.[CH3:24][O:25][C:26](=[O:33])[C@H:27]([CH2:29][CH:30]([CH3:32])[CH3:31])[NH2:28].ON1C2C=CC=CC=2N=N1.C1(N=C=NC2CCCCC2)CCCCC1>C(N(CC)CC)C.CN(C)C=O>[CH3:24][O:25][C:26](=[O:33])[C@H:27]([CH2:29][CH:30]([CH3:32])[CH3:31])[NH:28][C:20](=[O:22])[C@@H:12]([CH2:13][C:14]1[CH:15]=[CH:16][CH:17]=[CH:18][CH:19]=1)[NH:11][C:9]([O:8][CH2:1][C:2]1[CH:3]=[CH:4][CH:5]=[CH:6][CH:7]=1)=[O:10] |f:1.2|. Yields the product COC([C@@H](NC([C@H](NC(=O)OCC1=CC=CC=C1)CC1=CC=CC=C1)=O)CC(C)C)=O (Nα -Benzyloxycarbonyl-D-phenylalanyl-L-leucine methyl ester). Procedure: A solution of 6.65 g. of Nα -benzyloxycarbonyl-D-phenylalanine (0.022 mol) and 4.38 g. (0.022 mol) of L-leucine methyl ester hydrochloride in 60 ml. of spectrograde dimethylformamide is chilled in ice and treated with 3.0 ml. of triethylamine (2.24 g.). 1-Hydroxybenztriazole, 3.3 g., and dicyclohexylcarbodiimide, 5 g., are added and the reaction stirred to room temperature overnight and for 24 hours at room temperature. The mixture is filtered and the solvent evaporated under reduced pressure. T... Reactants: COC(C1=C(C=C(C=C1)C=O)OC)OC (4-formyl-2-methoxybenzaldehyde dimethylacetal), dimethyl-4-carbomethoxylbenzyl phosphonate, C(C)(C)(C)O[K] (tBuOK). Run in C1CCOC1 (THF). Product: COC(C1=C(C=C(/C=C/C2=CC=C(C(=O)OC)C=C2)C=C1)OC)OC (Methyl (E)-4-(4-(dimethoxymethyl)-3-methoxystyryl)benzoate). As a reaction SMILES: [CH3:1][O:2][CH:3]([O:14][CH3:15])[C:4]1[CH:9]=[CH:8][C:7]([CH:10]=O)=[CH:6][C:5]=1[O:12][CH3:13].[C:16](O[K])([CH3:19])([CH3:18])[CH3:17]>C1COCC1>[CH3:1][O:2][CH:3]([O:14][CH3:15])[C:4]1[CH:9]=[CH:8][C:7](/[CH:10]=[CH:17]/[C:16]2[CH:19]=[CH:9][C:4]([C:3]([O:2][CH3:1])=[O:14])=[CH:5][CH:18]=2)=[CH:6][C:5]=1[O:12][CH3:13]. Procedure: The compound was prepared according to the general Horner-Wittig methodology, from 4-formyl-2-methoxybenzaldehyde dimethylacetal (630 mg, 3 mmol), dimethyl-4-carbomethoxylbenzyl phosphonate (775 mg, 1 eq.) using tBuOK (404 mg, 1.2 eq.) as base in anhydrous THF (15 ml); the mixture was heated at 70 C for 90 minutes then worked up as described previously and purified by MPLC with hexanes/ethyl acetate 0-30% gradient. Yield: 795 mg (76%). MS, m/e: 342 (M+) 15%; 311 (M+-MeO, 100%); 294 (5%); 234 (4%... The reactants are BrC=1C=C(C(=NC1)N)C=1OC(=NN1)C(C)C (5-bromo-3-(5-isopropyl-[1,3,4]oxadiazol-2-yl)-pyridin-2-ylamine), C(=O)([O-])[O-].[K+].[K+] (K2CO3), N1C=CC2=CC(=CC=C12)B(O)O (indole-5-boronic acid). The reagents and catalysts are C=1C=CC(=CC1)[P](C=2C=CC=CC2)(C=3C=CC=CC3)[Pd]([P](C=4C=CC=CC4)(C=5C=CC=CC5)C=6C=CC=CC6)([P](C=7C=CC=CC7)(C=8C=CC=CC8)C=9C=CC=CC9)[P](C=1C=CC=CC1)(C=1C=CC=CC1)C=1C=CC=CC1 (Pd(PPh3)4). Solvent: O1CCOCC1 (dioxane), O (water), O (Water). Run at temperature 100 celsius, time 18 hour. Product: N1C=CC2=CC(=CC=C12)C=1C=C(C(=NC1)N)C=1OC(=NN1)C(C)C (5-(1H-Indol-5-yl)-3-(5-isopropyl-[1,3,4]oxadiazol-2-yl)-pyridin-2-ylamine). RXN SMILES: Br[C:2]1[CH:3]=[C:4]([C:9]2[O:10][C:11]([CH:14]([CH3:16])[CH3:15])=[N:12][N:13]=2)[C:5]([NH2:8])=[N:6][CH:7]=1.C([O-])([O-])=O.[K+].[K+].[NH:23]1[C:31]2[C:26](=[CH:27][C:28](B(O)O)=[CH:29][CH:30]=2)[CH:25]=[CH:24]1>O1CCOCC1.O.C1C=CC([P]([Pd]([P](C2C=CC=CC=2)(C2C=CC=CC=2)C2C=CC=CC=2)([P](C2C=CC=CC=2)(C2C=CC=CC=2)C2C=CC=CC=2)[P](C2C=CC=CC=2)(C2C=CC=CC=2)C2C=CC=CC=2)(C2C=CC=CC=2)C2C=CC=CC=2)=CC=1>[NH:23]1[C:31]2[C:26](=[CH:27][C:28]([C:2]3[CH:3]=[C:4]([C:9]4[O:10][C:11]([CH:14]([CH3:16])[CH3:15])=[N:12][N:13]=4)[C:5]([NH2:8])=[N:6][CH:7]=3)=[CH:29][CH:30]=2)[CH:25]=[CH:24]1 |f:1.2.3,^1:45,47,66,85|. Procedure: To a solution of 5-bromo-3-(5-isopropyl-[1,3,4]oxadiazol-2-yl)-pyridin-2-ylamine (250 mg, 0.883 mmol) in dioxane (15 mL) and water (7 mL) were added K2CO3 (365 mg, 2.649 mmol), indole-5-boronic acid (156 mg, 0.971 mmol) in a sealed tube. The reaction mixture was degassed by N2 for 20 min, then Pd(PPh3)4 (102 mg, 0.088 mmol) was added and stirred for 18 h at 100° C. Water (20 mL) was added and extracted with ethyl acetate (3×20 mL) and the organic layer was washed with brine, dried over anhydrous... Starting materials: Potassium ferricyanide(III), C(#N)C1=CC=C(C(=S)[S-])C=C1.[Na+] (sodium 4-cyanodithiobenzoate). Solvent: O (water). The product is C(#N)C1=CC=C(C(=S)SSC(C2=CC=C(C=C2)C#N)=S)C=C1 (bis(4-cyanothiobenzoyl)disulfide). As a reaction SMILES: [C:1]([C:3]1[CH:11]=[CH:10][C:6]([C:7]([S-:9])=[S:8])=[CH:5][CH:4]=1)#[N:2].[Na+]>O>[C:1]([C:3]1[CH:11]=[CH:10][C:6]([C:7]([S:9][S:9][C:7](=[S:8])[C:6]2[CH:5]=[CH:4][C:3]([C:1]#[N:2])=[CH:11][CH:10]=2)=[S:8])=[CH:5][CH:4]=1)#[N:2] |f:0.1|. Procedure: Potassium ferricyanide(III) (25 g, 76 mmol) was dissolved in deionized water (300 mL) and added dropwise to the sodium 4-cyanodithiobenzoate via an addition funnel over a period of 1 h under vigorous stirring. The red precipitate was filtered and washed with deionized water until the washings became colorless. The solid was dried in vacuo at room temperature overnight. The product bis(4-cyanothiobenzoyl)disulfide was recrystallized from ethanol. The reactants are Cc1ccnc2ccc(Br)cc12, C1CCOC1, CN([SiH](C)C)[Si](C)(C)C, COC(=O)c1cccc(C)n1, [K]. Product: Cc1cccc(C(=O)Cc2ccnc3ccc(Br)cc23)n1. RXN SMILES: [Br:1][c:2]1[cH:3][c:4]2[c:5]([CH3:12])[cH:6][cH:7][n:8][c:9]2[cH:10][cH:11]1.[CH2:34]1[O:35][CH2:36][CH2:37][CH2:38]1.[CH3:13][SiH:14]([CH3:15])[N:16]([CH3:17])[Si:18]([CH3:19])([CH3:20])[CH3:21].[CH3:23][O:24][C:25](=[O:26])[c:27]1[n:28][c:29]([CH3:33])[cH:30][cH:31][cH:32]1.[K:22]>>[Br:1][c:2]1[cH:3][c:4]2[c:5]([CH2:12][C:25](=[O:24])[c:27]3[n:28][c:29]([CH3:33])[cH:30][cH:31][cH:32]3)[cH:6][cH:7][n:8][c:9]2[cH:10][cH:11]1. Starting materials: C=CC1CC1(NC(=O)C1CC(O)CC1C(=O)OC(C)(C)C)C(=O)OCC, C1CCOC1, COc1ccc2c(O)nc(-c3ccccc3)nc2c1, c1ccc(P(c2ccccc2)c2ccccc2)cc1. Yields the product C=CC1CC1(NC(=O)C1CC(Oc2nc(-c3ccccc3)nc3cc(OC)ccc23)CC1C(=O)OC(C)(C)C)C(=O)OCC. As a reaction SMILES: [C:1]([CH3:2])([CH3:3])([CH3:4])[O:5][C:6](=[O:7])[CH:8]1[CH:9]([C:14]([NH:15][C:16]2([C:21](=[O:22])[O:23][CH2:24][CH3:25])[CH:17]([CH:19]=[CH2:20])[CH2:18]2)=[O:26])[CH2:10][CH:11]([OH:13])[CH2:12]1.[CH2:65]1[O:66][CH2:67][CH2:68][CH2:69]1.[CH3:27][O:28][c:29]1[cH:30][cH:31][c:32]2[c:33]([OH:45])[n:34][c:35](-[c:39]3[cH:40][cH:41][cH:42][cH:43][cH:44]3)[n:36][c:37]2[cH:38]1.[c:46]1([P:47]([c:48]2[cH:49][cH:50][cH:51][cH:52][cH:53]2)[c:54]2[cH:55][cH:56][cH:57][cH:58][cH:59]2)[cH:60][cH:61][cH:62][cH:63][cH:64]1>>[C:1]([CH3:2])([CH3:3])([CH3:4])[O:5][C:6](=[O:7])[CH:8]1[CH:9]([C:14]([NH:15][C:16]2([C:21](=[O:22])[O:23][CH2:24][CH3:25])[CH:17]([CH:19]=[CH2:20])[CH2:18]2)=[O:26])[CH2:10][CH:11]([O:13][c:33]2[c:32]3[cH:31][cH:30][c:29]([O:28][CH3:27])[cH:38][c:37]3[n:36][c:35](-[c:39]3[cH:40][cH:41][cH:42][cH:43][cH:44]3)[n:34]2)[CH2:12]1.